This data is from the Open Reaction Database (ORD), a public repository of structured organic reaction records. The task is: describe an organic reaction: reactants, conditions, products, and yield Reactants: C(CCCCCCCCCCCCCCC)(=O)O (Palmitic acid), S(=O)(Cl)Cl (thionyl chloride). The product is C(CCCCCCCCCCCCCCC)(=O)Cl (Palmitoyl Chloride). RXN SMILES: [C:1]([OH:18])(=O)[CH2:2][CH2:3][CH2:4][CH2:5][CH2:6][CH2:7][CH2:8][CH2:9][CH2:10][CH2:11][CH2:12][CH2:13][CH2:14][CH2:15][CH3:16].S(Cl)([Cl:21])=O>>[C:1]([Cl:21])(=[O:18])[CH2:2][CH2:3][CH2:4][CH2:5][CH2:6][CH2:7][CH2:8][CH2:9][CH2:10][CH2:11][CH2:12][CH2:13][CH2:14][CH2:15][CH3:16]. Procedure details: Palmitic acid (1 mole) is heated with thionyl chloride (20 mole) at 75° C. for 2 hours. The thionyl chloride is removed by distillation at atmospheric pressure and the palmitoyl chloride is then separated by distillation under reduced pressure. Starting materials: Cc1c(OC2CCCCO2)cc(C(C)(C)C)c(O)c1C(C)(C)C, [Li]CCCC, CCCCCC, CC(=O)Cl, [Cl-], [NH4+], C1CCOC1. Product: CC(=O)Oc1c(C(C)(C)C)cc(OC2CCCCO2)c(C)c1C(C)(C)C. As a reaction SMILES: [C:1]([CH3:2])([CH3:3])([CH3:4])[c:5]1[c:6]([OH:23])[c:7]([C:19]([CH3:20])([CH3:21])[CH3:22])[cH:8][c:9]([O:12][CH:13]2[O:14][CH2:15][CH2:16][CH2:17][CH2:18]2)[c:10]1[CH3:11].[CH2:30]([Li:31])[CH2:32][CH2:33][CH3:34].[CH3:24][CH2:25][CH2:26][CH2:27][CH2:28][CH3:29].[CH3:35][C:36]([Cl:37])=[O:38].[Cl-:39].[NH4+:40].[O:41]1[CH2:42][CH2:43][CH2:44][CH2:45]1>>[C:1]([CH3:2])([CH3:3])([CH3:4])[c:5]1[c:6]([O:23][C:36]([CH3:35])=[O:38])[c:7]([C:19]([CH3:20])([CH3:21])[CH3:22])[cH:8][c:9]([O:12][CH:13]2[O:14][CH2:15][CH2:16][CH2:17][CH2:18]2)[c:10]1[CH3:11]. Starting materials: FC(F)(F)COc1ccc(CBr)nc1, CCOC(C)=O, [N-]=[N+]=[N-], [Na+]. Yields the product NCc1ccc(OCC(F)(F)F)cn1. Reaction SMILES: [Br:5][CH2:6][c:7]1[n:8][cH:9][c:10]([O:13][CH2:14][C:15]([F:16])([F:17])[F:18])[cH:11][cH:12]1.[CH3:19][CH2:20][O:21][C:22]([CH3:23])=[O:24].[N-:2]=[N+:3]=[N-:4].[Na+:1]>>[NH2:2][CH2:6][c:7]1[n:8][cH:9][c:10]([O:13][CH2:14][C:15]([F:16])([F:17])[F:18])[cH:11][cH:12]1. Reactants: C(=O)(N1C=NC=C1)N1C=NC=C1 (1,1'-carbonylbis(1H-imidazole)), C(C)(C)(C)C1=C(C=C(C=C1)C(=O)O)NC(CC(CCCCC)C1=C2C(=CC=C1)OCCO2)=O (N-(2-t-butyl-5-carboxyphenyl)-3-(2,3-ethylenedioxyphenyl)octanamide), N (ammonia). Run in C(C)#N (acetonitrile). Reaction conditions: time 30 minute. Product: C(CCC)C1=C(C=C(C=C1)C(N)=O)NC(CC(CCCCC)C1=C2C(=CC=C1)OCCO2)=O (N-(2-Butyl-5-carbamoylphenyl)-3-(2,3-ethylenedioxyphenyl)octanamide). Yield: 92.0%. As a reaction SMILES: C(N1C=CN=C1)(N1[CH:7]=[CH:6]N=C1)=O.[C:13]([C:17]1[CH:22]=[CH:21][C:20]([C:23]([OH:25])=O)=[CH:19][C:18]=1[NH:26][C:27](=[O:45])[CH2:28][CH:29]([C:35]1[CH:40]=[CH:39][CH:38]=[C:37]2[O:41][CH2:42][CH2:43][O:44][C:36]=12)[CH2:30][CH2:31][CH2:32][CH2:33][CH3:34])(C)(C)[CH3:14].[NH3:46]>C(#N)C>[CH2:13]([C:17]1[CH:22]=[CH:21][C:20]([C:23](=[O:25])[NH2:46])=[CH:19][C:18]=1[NH:26][C:27](=[O:45])[CH2:28][CH:29]([C:35]1[CH:40]=[CH:39][CH:38]=[C:37]2[O:41][CH2:42][CH2:43][O:44][C:36]=12)[CH2:30][CH2:31][CH2:32][CH2:33][CH3:34])[CH2:14][CH2:6][CH3:7]. Procedure details: 165 mg (1.02 mmol) of 1,1'-carbonylbis(1H-imidazole) were added to a solution of 355 mg (0.783 mmol) of N-(2-t-butyl-5-carboxyphenyl)-3-(2,3-ethylenedioxyphenyl)octanamide (prepared as described in Preparation 74C) in 7.0 ml of dry acetonitrile, and the resulting mixture was stirred at room temperature for 30 minutes, after which 0.46 ml of 29% v/v aqueous ammonia was added. The reaction mixture was stirred at room temperature for 1 hour, after which the mixture was freed from the solvent by dis... The reactants are ClCCCOC(C1=C(C=C(C=C1)[N+](=O)[O-])[N+](=O)[O-])=O ((3-chloropropyl)-2,4-dinitrobenzoate), C1(=CC=CC=C1)C (toluene), [H][H] (hydrogen). The reagents and catalysts are [Pd] (palladium on carbon). Solvent: O1CCCC1 (tetrahydrofuran). The product is ClCCCOC(C1=C(C=C(C=C1)N)N)=O ((3-chloropropyl)-2,4-diaminobenzoate). The yield is 100.4%. Reaction SMILES: [Cl:1][CH2:2][CH2:3][CH2:4][O:5][C:6](=[O:19])[C:7]1[CH:12]=[CH:11][C:10]([N+:13]([O-])=O)=[CH:9][C:8]=1[N+:16]([O-])=O.C1(C)C=CC=CC=1.[H][H]>[Pd].O1CCCC1>[Cl:1][CH2:2][CH2:3][CH2:4][O:5][C:6](=[O:19])[C:7]1[CH:12]=[CH:11][C:10]([NH2:13])=[CH:9][C:8]=1[NH2:16]. Procedure: A two liter autoclave was charged with 142 g of (3-chloropropyl)-2,4-dinitrobenzoate, 1275 ml of toluene and 4.5 g of a 5% palladium on carbon/50% water catalyst. The mixture was hydrogenated at 800 psi hydrogen pressure while maintaining the temperature below 100° C. with cooling. The mixture was cooled and 350 ml of tetrahydrofuran was added to dissolve the solid that had precipitated from the toluene. The resulting solution was filtered to remove the catalyst and the solvents removed at reduc...